This data is from the Open Reaction Database (ORD), a public repository of structured organic reaction records. The task is: describe an organic reaction: reactants, conditions, products, and yield Starting materials: C1CCCCC1 (cyclohexane), ClC1=[N+](C(=CC=C1)Cl)[O-] (2,6-dichloropyridine N-oxide), [Ru(TPFPP)(NO)(H2O)](SbF6). The solvent is [2H]C1=C(C(=C(C(=C1[2H])[2H])[2H])[2H])[2H] (d6 -benzene). Reaction conditions: temperature 75 celsius. The product is C1(CCCCC1)=O (cyclohexanone), C1(CCCCC1)O (cyclohexanol). RXN SMILES: [CH2:1]1[CH2:6][CH2:5][CH2:4][CH2:3][CH2:2]1.ClC1C=CC=C(Cl)[N+]=1[O-:15]>[2H]C1C([2H])=C([2H])C([2H])=C([2H])C=1[2H]>[C:1]1(=[O:15])[CH2:6][CH2:5][CH2:4][CH2:3][CH2:2]1.[CH:1]1([OH:15])[CH2:6][CH2:5][CH2:4][CH2:3][CH2:2]1. Reported procedure: A solution containing 1M cyclohexane, 0.625M 2,6-dichloropyridine N-oxide and 0.10 mM [Ru(TPFPP)(NO)(H2O)](SbF6) in 1 ml d6 -benzene was heated for eight hours in a sealed tube at 75° C. affording high yields of oxidized products. A combined yield of 93% and 1500 catalytic turnovers were obtained of two products, cyclohexanone and cyclohexanol (mole ratio 4:1). In CD2Cl2 the same reaction conditions proceeded to give 5600 turnovers to generate cyclohexanone and cyclohexanol (8:1) in a combined 9...